Dataset: the Open Reaction Database (ORD), a public repository of structured organic reaction records. Task: describe an organic reaction: reactants, conditions, products, and yield Reaction SMILES: ClC1C(C(=O)N(CCCC)CCCC)=NN(C2C=CC(C(NS(C3C=C4C(C=CC(C(O)=O)=C4)=CC=3)(=O)=O)=O)=CC=2C(N2CCC3C(=CC=CC=3)C2)=O)C=1C.[CH2:56]([N:60]([CH2:109][C:110]1[CH:115]=[CH:114][C:113]([Cl:116])=[C:112]([Cl:117])[CH:111]=1)[C:61]([C:63]1[C:67]([Cl:68])=[C:66]([CH3:69])[N:65]([C:70]2[CH:96]=[CH:95][C:73]([C:74]([NH:76][S:77]([C:80]3[CH:89]=[C:88]4[C:83]([CH:84]=[CH:85][C:86]([C:90]([O:92]CC)=[O:91])=[CH:87]4)=[CH:82][CH:81]=3)(=[O:79])=[O:78])=[O:75])=[CH:72][C:71]=2[C:97]([N:99]2[CH2:108][CH2:107][C:106]3[C:101](=[CH:102][CH:103]=[CH:104][CH:105]=3)[CH2:100]2)=[O:98])[N:64]=1)=[O:62])[CH2:57][CH2:58][CH3:59]>>[CH2:56]([N:60]([CH2:109][C:110]1[CH:115]=[CH:114][C:113]([Cl:116])=[C:112]([Cl:117])[CH:111]=1)[C:61]([C:63]1[C:67]([Cl:68])=[C:66]([CH3:69])[N:65]([C:70]2[CH:96]=[CH:95][C:73]([C:74]([NH:76][S:77]([C:80]3[CH:89]=[C:88]4[C:83]([CH:84]=[CH:85][C:86]([C:90]([OH:92])=[O:91])=[CH:87]4)=[CH:82][CH:81]=3)(=[O:79])=[O:78])=[O:75])=[CH:72][C:71]=2[C:97]([N:99]2[CH2:108][CH2:107][C:106]3[C:101](=[CH:102][CH:103]=[CH:104][CH:105]=3)[CH2:100]2)=[O:98])[N:64]=1)=[O:62])[CH2:57][CH2:58][CH3:59]. Starting materials: ClC=1C(=NN(C1C)C1=C(C=C(C(=O)NS(=O)(=O)C2=CC=C3C=CC(=CC3=C2)C(=O)O)C=C1)C(=O)N1CC2=CC=CC=C2CC1)C(N(CCCC)CCCC)=O (7-(N-(4-(4-chloro-3-(dibutylcarbamoyl)-5-methyl-1H-pyrazol-1-yl)-3-(1,2,3,4-tetrahydroisoquinoline-2-carbonyl)benzoyl)sulfamoyl)-2-naphthoic acid), C(CCC)N(C(=O)C1=NN(C(=C1Cl)C)C1=C(C=C(C(=O)NS(=O)(=O)C2=CC=C3C=CC(=CC3=C2)C(=O)OCC)C=C1)C(=O)N1CC2=CC=CC=C2CC1)CC1=CC(=C(C=C1)Cl)Cl (ethyl 7-(N-(4-(3-(butyl(3,4-dichlorobenzyl)carbamoyl)-4-chloro-5-methyl-1H-pyrazol-1-yl)-3-(1,2,3,4-tetrahydroisoquinoline-2-carbonyl)benzoyl)sulfamoyl)-2-naphthoate). The product is C(CCC)N(C(=O)C1=NN(C(=C1Cl)C)C1=C(C=C(C(=O)NS(=O)(=O)C2=CC=C3C=CC(=CC3=C2)C(=O)O)C=C1)C(=O)N1CC2=CC=CC=C2CC1)CC1=CC(=C(C=C1)Cl)Cl (7-(N-(4-(3-(Butyl(3,4-dichlorobenzyl)carbamoyl)-4-chloro-5-methyl-1H-pyrazol-1-yl)-3-(1,2,3,4-tetrahydroisoquinoline-2-carbonyl)benzoyl)sulfamoyl)-2-naphthoic acid). Yield: 82.3%. Procedure: Following a procedure analogous to that for the synthesis of Intermediate 46A, ethyl 7-(N-(4-(3-(butyl(3,4-dichlorobenzyl)carbamoyl)-4-chloro-5-methyl-1H-pyrazol-1-yl)-3-(1,2,3,4-tetrahydroisoquinoline-2-carbonyl)benzoyl)sulfamoyl)-2-naphthoate (91 mg, 0.10 mmol) was converted to the title compound (73 mg, 83%). 1H NMR (DMSO-d6, mixture of amide rotamers) δ 8.49 (s, 0.5H), 8.45 (s, 0.5H), 8.38 (s, 0.5H), 8.09 (dd, J=11.9, 8.4 Hz, 1.5H), 8.01-7.79 (m, 3H), 7.60-7.41 (m, 2H), 7.29-6.92 (m, 3.5H), ... Reactants: OCCN1C(C2C(C1=O)CC=CC2)=O (N-(2-Hydroxyethyl)-1,2,3,6-tetrahydrophthalimide), C(C1C(C(=O)OCC(C)C)CCCC1)(=O)OCC(C)C (diisobutyl hexahydrophthalate). Yield: 101.0%. Yields the product C(C1C(C(=O)OCCN2C(C3C(C2=O)CC=CC3)=O)CCCC1)(=O)OCCN1C(C3C(C1=O)CC=CC3)=O (bis[2-(1,2,3,6-tetrahydrophthalimido)ethyl] hexahydrophthalate). Reaction SMILES: [OH:1][CH2:2][CH2:3][N:4]1[C:8](=[O:9])[CH:7]2[CH2:10][CH:11]=[CH:12][CH2:13][CH:6]2[C:5]1=[O:14].[C:15]([O:30]CC(C)C)(=O)[CH:16]1[CH2:28][CH2:27][CH2:26][CH2:25][CH:17]1[C:18]([O:20][CH2:21][CH:22](C)C)=[O:19]>>[C:18]([O:20][CH2:21][CH2:22][N:4]1[C:5](=[O:14])[CH:6]2[CH2:13][CH:12]=[CH:11][CH2:10][CH:7]2[C:8]1=[O:9])(=[O:19])[CH:17]1[CH2:25][CH2:26][CH2:27][CH2:28][CH:16]1[C:15]([O:1][CH2:2][CH2:3][N:4]1[C:8](=[O:9])[CH:7]2[CH2:10][CH:11]=[CH:12][CH2:13][CH:6]2[C:5]1=[O:14])=[O:30]. Procedure details: N-(2-Hydroxyethyl)-1,2,3,6-tetrahydrophthalimide (195.2 g, 1 mol) was dissolved in diisobutyl hexahydrophthalate (142.2 g, 0.5 mol). The mixture was treated as described in example 1 to obtain 266 g of brown crude bis[2-(1,2,3,6-tetrahydrophthalimido)ethyl] hexahydrophthalate. Starting materials: C(C)(C)(C)OC(=O)N1CCC(CC1)C1=NC=NC(=C1)OC (4-(6-Methoxy-pyrimidin-4-yl)-piperidine-1-carboxylic acid tert-butyl ester). Solvent: Cl (HCl), O1CCOCC1 (dioxane), O1CCOCC1 (dioxane), C([O-])([O-])=O.[Na+].[Na+] (sodiumcarbonate). The product is COC1=NC=NC(=C1)C1CCNCC1 (4-Methoxy-6-piperidin-4-yl-pyrimidine). Yield: 31.4%. RXN SMILES: C(OC([N:8]1[CH2:13][CH2:12][CH:11]([C:14]2[CH:19]=[C:18]([O:20][CH3:21])[N:17]=[CH:16][N:15]=2)[CH2:10][CH2:9]1)=O)(C)(C)C>Cl.O1CCOCC1.C(=O)([O-])[O-].[Na+].[Na+]>[CH3:21][O:20][C:18]1[CH:19]=[C:14]([CH:11]2[CH2:12][CH2:13][NH:8][CH2:9][CH2:10]2)[N:15]=[CH:16][N:17]=1 |f:3.4.5|. Procedure: 1.16 g 4-(6-Methoxy-pyrimidin-4-yl)-piperidine-1-carboxylic acid tert-butyl ester were stirred in 2 mL 4 mol/L HCl solution in dioxane for 40 min. The mixture was diluted with dioxane and basified with sodiumcarbonate. The suspension was filtered and the filtrate was concentrated to give 0.24 g of the desired product. Starting materials: O=C([O-])O, CC#N, N#CC(CF)(CCCOCc1ccccc1)N1C(=O)c2ccccc2C1=O, [I-], [Na+], [Na+], [Na+], [Na+], O, O=S([O-])([O-])=S. The product is N#CC(CF)(CCCI)N1C(=O)c2ccccc2C1=O. RXN SMILES: [C:30](=[O:31])([OH:32])[O-:33].[CH3:42][C:43]#[N:44].[F:3][CH2:4][C:5]([C:6]#[N:7])([CH2:8][CH2:9][CH2:10][O:11][CH2:12][c:13]1[cH:14][cH:15][cH:16][cH:17][cH:18]1)[N:19]1[C:20](=[O:29])[c:21]2[c:22]([cH:25][cH:26][cH:27][cH:28]2)[C:23]1=[O:24].[I-:1].[Na+:2].[Na+:34].[Na+:40].[Na+:41].[OH2:45].[S:35]([O-:36])([O-:37])(=[O:38])=[S:39]>>[I:1][CH2:10][CH2:9][CH2:8][C:5]([CH2:4][F:3])([C:6]#[N:7])[N:19]1[C:20](=[O:29])[c:21]2[c:22]([cH:25][cH:26][cH:27][cH:28]2)[C:23]1=[O:24].